From a dataset of the Open Reaction Database (ORD), a public repository of structured organic reaction records. describe an organic reaction: reactants, conditions, products, and yield Starting materials: O=C([O-])[O-], C=CCc1c(O)c(C)cc2c(=O)c3ccccc3oc12, ClC(Cl)Cl, O=C(OO)c1cccc(Cl)c1, [K+], [K+], O. Product: Cc1cc2c(=O)c3ccccc3oc2c2c1OC(C(=O)O)C2. As a reaction SMILES: [C:36]([O-:37])([O-:38])=[O:39].[CH2:1]([CH:2]=[CH2:3])[c:4]1[c:5]([OH:20])[c:6]([CH3:19])[cH:7][c:8]2[c:9](=[O:18])[c:10]3[cH:11][cH:12][cH:13][cH:14][c:15]3[o:16][c:17]12.[CH:32]([Cl:33])([Cl:34])[Cl:35].[Cl:21][c:22]1[cH:23][cH:24][cH:25][c:26]([C:27]([O:28][OH:29])=[O:30])[cH:31]1.[K+:40].[K+:41].[OH2:42]>>[CH2:1]1[CH:2]([C:36]([OH:37])=[O:39])[O:20][c:5]2[c:4]1[c:17]1[c:8]([cH:7][c:6]2[CH3:19])[c:9](=[O:18])[c:10]2[cH:11][cH:12][cH:13][cH:14][c:15]2[o:16]1. Starting materials: CS(=O)(=O)CCCO (3-(Methylsulphonyl)propan-1-ol), C(CCC)P(CCCC)CCCC (tributylphosphine), crude products, N(=NC(=O)N1CCCCC1)C(=O)N1CCCCC1 (1,1′-(azodicarbonyl)dipiperidine), ClC1=CC(=C(NC2=NC=NC3=CC(=C(C=C23)OC)O)C=C1)F (4-(4-chloro-2-fluoroanilino)-7-hydroxy-6-methoxyquinazoline), Cl (hydrogen chloride), solution. The solvent is C(Cl)Cl (methylene chloride), CC(=O)C.CO.C(Cl)Cl (acetone methanol methylene chloride). Reaction conditions: time 18 hour. The product is Cl.ClC1=CC(=C(NC2=NC(=NC3=CC(=CC=C23)OCCCS(=O)(=O)C)OC)C=C1)F (4-(4-chloro-2-fluoroanilino)-methoxy-7-(3-(methylsulphonyl)propoxy)quinazoline hydrochloride). Isolated yield 57.2%. RXN SMILES: [CH3:1][S:2]([CH2:5][CH2:6][CH2:7][OH:8])(=[O:4])=[O:3].N(C(N1CCCCC1)=O)=N[C:11](N1CCCCC1)=[O:12].[Cl:27][C:28]1[CH:47]=[CH:46][C:31]([NH:32][C:33]2[C:42]3[C:37](=[CH:38][C:39](O)=[C:40](OC)[CH:41]=3)[N:36]=[CH:35][N:34]=2)=[C:30]([F:48])[CH:29]=1.C(P(CCCC)CCCC)CCC.Cl>C(Cl)Cl.CC(C)=O.CO.C(Cl)Cl>[ClH:27].[Cl:27][C:28]1[CH:47]=[CH:46][C:31]([NH:32][C:33]2[C:42]3[C:37](=[CH:38][C:39]([O:8][CH2:7][CH2:6][CH2:5][S:2]([CH3:1])(=[O:4])=[O:3])=[CH:40][CH:41]=3)[N:36]=[C:35]([O:12][CH3:11])[N:34]=2)=[C:30]([F:48])[CH:29]=1 |f:6.7.8,9.10|. Procedure: 3-(Methylsulphonyl)propan-1-ol (0.6 g, 4.3 mmol) followed by 1,1′-(azodicarbonyl)dipiperidine (4.2 g, 16 mmol) in portions were added to a stirred solution of 4-(4-chloro-2-fluoroanilino)-7-hydroxy-6-methoxyquinazoline (1.5 g, 4.7 mmol), (prepared as described for the starting material in Example 2), and tributylphosphine (4.0 ml, 16 mmol) in methylene chloride (50 ml) under nitrogen. The mixture was stirred for 18 hours, the resulting precipitate was collected by filtration and dried to give cr...